From a dataset of the Open Reaction Database (ORD), a public repository of structured organic reaction records. describe an organic reaction: reactants, conditions, products, and yield Reactants: C(C(=O)Cl)(=O)Cl (oxalyl dichloride), ClCCl (dichloromethane), [Cl-].[NH4+] (ammonium chloride), COC(CCCCCCCCO)=O (9-Hydroxynonanoic acid methyl ester). The solvent is CS(=O)C (dimethyl sulfoxide), C(C)(=O)OCC (ethyl acetate), C(C)N(CC)CC (triethylamine). Conditions: time 15 minute. The product is COC(CCCCCCC(C)C=O)=O (8-formylnonanoic acid methyl ester). Reaction SMILES: [C:1](Cl)(=O)C(Cl)=O.ClCCl.[CH3:10][O:11][C:12](=[O:22])[CH2:13][CH2:14][CH2:15][CH2:16][CH2:17][CH2:18][CH2:19][CH2:20][OH:21].[Cl-].[NH4+]>C(OCC)(=O)C.C(N(CC)CC)C.CS(C)=O>[CH3:10][O:11][C:12](=[O:22])[CH2:13][CH2:14][CH2:15][CH2:16][CH2:17][CH2:18][CH:19]([CH:20]=[O:21])[CH3:1] |f:3.4|. Procedure: To a mixture of oxalyl dichloride (18.85 ml) and dichloromethane (60 ml), dimethyl sulfoxide (2.99 ml) was added under a nitrogen atmosphere. The mixture was cooled in an ice-water bath and stirred therein for 15 minutes. 9-Hydroxynonanoic acid methyl ester (2.00 g) was added to the mixture. The mixture was stirred for 1 hour and triethylamine (10.8 ml) was added to the reaction mixture. The reaction mixture was stirred for 1 hour at ambient temperature and poured into a mixture of ethyl acetate...